This data is from the Open Reaction Database (ORD), a public repository of structured organic reaction records. The task is: describe an organic reaction: reactants, conditions, products, and yield The reactants are CO, CC(=O)NC(CS)C(=O)O, Cl. Yields the product CC(=O)N(C)C(CS)C(=O)O. RXN SMILES: [CH3:12][OH:13].[CH3:1][C:2](=[O:3])[NH:4][CH:5]([CH2:6][SH:7])[C:8]([OH:9])=[O:10].[ClH:11]>>[CH3:1][C:2](=[O:3])[N:4]([CH:5]([CH2:6][SH:7])[C:8]([OH:9])=[O:10])[CH3:12].